Dataset: the Open Reaction Database (ORD), a public repository of structured organic reaction records. Task: describe an organic reaction: reactants, conditions, products, and yield Procedure details: A solution of guanidine hydrochloride (2.3 g., 0.024 mol) and sodium ethoxide (from 0.55 g, 0.024 mol of sodium) in absolute ethanol (24 cm3) was stirred at room temperature for 1 h. The precipitated sodium chloride was removed by filtration and washed with ethanol (4 cm3). Methyl (trans-2,5-dihydro-2,5-dimethyl-1H-pyrrol-1-yl)acetate (3.4 g., 0.02 mol) was added to the combined filtrate and washings obtained above and the solution stoppered and stirred for 18 h. The reaction mixture was then ev... Yields the product NC(=NC(CN1[C@H](C=C[C@@H]1C)C)=O)N (N-Diaminomethylene-(trans-2,5-dihydro-2,5-dimethyl-1H-pyrrol-1-yl)acetamide). Conditions: time 18 hour. Reactants: C[C@@H]1N([C@H](C=C1)C)CC(=O)OC (Methyl (trans-2,5-dihydro-2,5-dimethyl-1H-pyrrol-1-yl)acetate), Cl (hydrogen chloride), Cl.NC(=N)N (guanidine hydrochloride), [O-]CC.[Na+] (sodium ethoxide). Solvent: C(C)(=O)OCC (ethyl acetate), C(C)O (ethanol), C(C)O (ethanol). RXN SMILES: Cl.[NH2:2][C:3]([NH2:5])=[NH:4].[O-]CC.[Na+].[CH3:10][C@H:11]1[CH:15]=[CH:14][C@H:13]([CH3:16])[N:12]1[CH2:17][C:18](OC)=[O:19].Cl>C(O)C.C(OCC)(=O)C>[NH2:4][C:3]([NH2:5])=[N:2][C:18](=[O:19])[CH2:17][N:12]1[C@@H:13]([CH3:16])[CH:14]=[CH:15][C@@H:11]1[CH3:10] |f:0.1,2.3|. Reactants: O=C([O-])[O-], CCOC(=O)C1CCC1C(=O)c1ccc(OCCCCl)cc1, CC1CCCN1, CC#N, [I-], [K+], [K+], [K+], O=S(=O)(O)c1ccccc1. Yields the product CCOC(=O)C1CCC1C(=O)c1ccc(OCCCN2CCCC2C)cc1. As a reaction SMILES: [C:39](=[O:40])([O-:41])[O-:42].[CH2:1]([CH3:2])[O:3][C:4](=[O:5])[CH:6]1[CH:7]([C:10]([c:11]2[cH:12][cH:13][c:14]([O:17][CH2:18][CH2:19][CH2:20][Cl:21])[cH:15][cH:16]2)=[O:22])[CH2:8][CH2:9]1.[CH3:23][CH:24]1[NH:25][CH2:26][CH2:27][CH2:28]1.[CH3:47][C:48]#[N:49].[I-:46].[K+:43].[K+:44].[K+:45].[c:29]1([S:30]([OH:31])(=[O:32])=[O:33])[cH:34][cH:35][cH:36][cH:37][cH:38]1>>[CH2:1]([CH3:2])[O:3][C:4](=[O:5])[CH:6]1[CH:7]([C:10]([c:11]2[cH:12][cH:13][c:14]([O:17][CH2:18][CH2:19][CH2:20][N:25]3[CH:24]([CH3:23])[CH2:28][CH2:27][CH2:26]3)[cH:15][cH:16]2)=[O:22])[CH2:8][CH2:9]1. Starting materials: ClC=1C=CC2=C(C(OC(N2)=O)(C(F)(F)F)CO)C1 (6-Chloro-4-(hydroxymethyl)-4-(trifluoromethyl)-1,4-dihydro-2H-3,1-benzoxazin-2-one), C(O)([O-])=O.[Na+] (sodium hydrogen carbonate), [N-]=[N+]=[N-].[Na+] (sodium azide), CC1=NC(=CC=C1)C (2,6-dimethylpyridine), FC(S(=O)(=O)OS(=O)(=O)C(F)(F)F)(F)F (trifluoromethanesulfonic anhydride). Solvent: O (water), C(Cl)(Cl)Cl (chloroform), C(C)(=O)OCC (ethyl acetate), C(C)(=O)OCC (ethyl acetate), C1CCOC1 (THF). Conditions: time 3 hour. Yields the product N(=[N+]=[N-])CC1(OC(NC2=C1C=C(C=C2)Cl)=O)C(F)(F)F (4-(azidomethyl)-6-chloro-4-(trifluoromethyl)-1,4-dihydro-2H-3,1-benzoxazin-2-one). RXN SMILES: [Cl:1][C:2]1[CH:3]=[CH:4][C:5]2[NH:10][C:9](=[O:11])[O:8][C:7]([CH2:16]O)([C:12]([F:15])([F:14])[F:13])[C:6]=2[CH:18]=1.CC1C=CC=C(C)N=1.FC(F)(F)S(OS(C(F)(F)F)(=O)=O)(=O)=O.C(=O)([O-])O.[Na+].[N-:47]=[N+:48]=[N-:49].[Na+]>C(Cl)(Cl)Cl.C1COCC1.C(OCC)(=O)C.O>[N:47]([CH2:16][C:7]1([C:12]([F:15])([F:14])[F:13])[C:6]2[CH:18]=[C:2]([Cl:1])[CH:3]=[CH:4][C:5]=2[NH:10][C:9](=[O:11])[O:8]1)=[N+:48]=[N-:49] |f:3.4,5.6|. Reported procedure: 6-Chloro-4-(hydroxymethyl)-4-(trifluoromethyl)-1,4-dihydro-2H-3,1-benzoxazin-2-one (4.0 g, 14.2 mmol) was dissolved in chloroform (30 mL) and THF (15 mL), and while stirring the mixture at 0° C., 2,6-dimethylpyridine (13.2 mL, 113 mmol) and trifluoromethanesulfonic anhydride (9.6 mL, 56.8 mmol) were sequentially added thereto. After the reaction solution was stirred for 3 hours under ice-cooling, a saturated aqueous sodium hydrogen carbonate solution was added thereto under ice-cooling. Then, th...